Dataset: the Open Reaction Database (ORD), a public repository of structured organic reaction records. Task: describe an organic reaction: reactants, conditions, products, and yield Reactants: C(C1=CC=CC=C1)(=O)N1C2=CC=C(C=C2C=2CCC(CC12)C(=O)O)Cl (9-benzoyl-6-chloro-1,2,3,4-tetrahydrocarbazole-2-carboxylic acid), [OH-].[Na+] (sodium hydroxide). Run at time 1 hour. The product is ClC=1C=C2C=3CCC(CC3NC2=CC1)C(=O)O ((±) 6-chloro-1,2,3,4-tetrahydrocarbazole-2-carboxylic acid). Reaction SMILES: C([N:9]1[C:21]2[CH2:20][CH:19]([C:22]([OH:24])=[O:23])[CH2:18][CH2:17][C:16]=2[C:15]2[C:10]1=[CH:11][CH:12]=[C:13]([Cl:25])[CH:14]=2)(=O)C1C=CC=CC=1.[OH-].[Na+]>>[Cl:25][C:13]1[CH:14]=[C:15]2[C:10](=[CH:11][CH:12]=1)[NH:9][C:21]1[CH2:20][CH:19]([C:22]([OH:24])=[O:23])[CH2:18][CH2:17][C:16]2=1 |f:1.2|. Reported procedure: A stirred mixture of 100 mg. of 9-benzoyl-6-chloro-1,2,3,4-tetrahydrocarbazole-2-carboxylic acid and 5 ml. of 3N sodium hydroxide was heated on a steam bath for 5 minutes and cooled to room temperature. After 1 hour at room temperature, the reaction mixture was further cooled in an ice bath, filtered and the filter cake was washed with 10 drops of cold water. The filter cake was dissolved in 20 ml. of warm water, and the resulting warm solution was made strongly acid with 1N hydrochloric acid. F... The reactants are [Li]CCCC, C[Si](C)(C)C1SCCCS1, [Cl-], O=C(c1ccc(Cl)cc1)C1CC1, [Na+], C1CCOC1. Yields the product Clc1ccc(C(=C2SCCCS2)C2CC2)cc1. As a reaction SMILES: [CH2:11]([Li:12])[CH2:13][CH2:14][CH3:15].[CH3:1][Si:2]([CH:3]1[S:4][CH2:5][CH2:6][CH2:7][S:8]1)([CH3:9])[CH3:10].[Cl-:29].[Cl:16][c:17]1[cH:18][cH:19][c:20]([C:23](=[O:24])[CH:25]2[CH2:26][CH2:27]2)[cH:21][cH:22]1.[Na+:28].[O:30]1[CH2:31][CH2:32][CH2:33][CH2:34]1>>[C:3]1(=[C:23]([c:20]2[cH:19][cH:18][c:17]([Cl:16])[cH:22][cH:21]2)[CH:25]2[CH2:26][CH2:27]2)[S:4][CH2:5][CH2:6][CH2:7][S:8]1. Reactants: CC(C)(C)C1=CC=C(C=C1)NC(CCN1CCOCC1)=O (N-[4-(1,1-dimethylethyl)phenyl]-4-morpholinepropanamide), [H-].[Al+3].[Li+].[H-].[H-].[H-] (lithium aluminum hydride). Product: CC(C)(C)C1=CC=C(C=C1)NCCCN1CCOCC1 (4-(1,1-Dimethylethyl)-N-[3-(morpholin-4-yl)propyl]benzenamine). Reaction SMILES: [CH3:1][C:2]([C:5]1[CH:10]=[CH:9][C:8]([NH:11][C:12](=O)[CH2:13][CH2:14][N:15]2[CH2:20][CH2:19][O:18][CH2:17][CH2:16]2)=[CH:7][CH:6]=1)([CH3:4])[CH3:3].[H-].[Al+3].[Li+].[H-].[H-].[H-]>>[CH3:4][C:2]([C:5]1[CH:6]=[CH:7][C:8]([NH:11][CH2:12][CH2:13][CH2:14][N:15]2[CH2:16][CH2:17][O:18][CH2:19][CH2:20]2)=[CH:9][CH:10]=1)([CH3:1])[CH3:3] |f:1.2.3.4.5.6|. Procedure: In a manner similar to Preparation 2 reaction N-[4-(1,1-dimethylethyl)phenyl]-4-morpholinepropanamide with lithium aluminum hydride to obtain the title compound. Starting materials: FC(CNC1CCC2=C(CC1)C=C(C=C2)N)F (N*7*-(2,2-Difluoro-ethyl)-6,7,8,9-tetrahydro-5H-benzocycloheptene-2,7-diamine), ClC1=NC=C(C(=N1)NC1=C(C(=O)NC)C=CC=C1)Cl (2-(2,5-Dichloro-pyrimidin-4-ylamino)-N-methyl-benzamide). The product is ClC=1C(=NC(=NC1)NC=1C=CC2=C(CCC(CC2)NCC(F)F)C1)NC1=C(C(=O)NC)C=CC=C1 (2-{5-Chloro-2-[7-(2,2-difluoro-ethylamino)-6,7,8,9-tetrahydro-5H-benzocyclohepten-2-ylamino]-pyrimidin-4-ylamino}-N-methyl-benzamide). The yield is 50.0%. Reaction SMILES: [F:1][CH:2]([F:17])[CH2:3][NH:4][CH:5]1[CH2:11][CH2:10][C:9]2[CH:12]=[C:13]([NH2:16])[CH:14]=[CH:15][C:8]=2[CH2:7][CH2:6]1.Cl[C:19]1[N:24]=[C:23]([NH:25][C:26]2[CH:35]=[CH:34][CH:33]=[CH:32][C:27]=2[C:28]([NH:30][CH3:31])=[O:29])[C:22]([Cl:36])=[CH:21][N:20]=1>>[Cl:36][C:22]1[C:23]([NH:25][C:26]2[CH:35]=[CH:34][CH:33]=[CH:32][C:27]=2[C:28]([NH:30][CH3:31])=[O:29])=[N:24][C:19]([NH:16][C:13]2[CH:14]=[CH:15][C:8]3[CH2:7][CH2:6][CH:5]([NH:4][CH2:3][CH:2]([F:17])[F:1])[CH2:11][CH2:10][C:9]=3[CH:12]=2)=[N:20][CH:21]=1. Procedure details: In an analogous procedure to Example 651, part c, N*7*-(2,2-Difluoro-ethyl)-6,7,8,9-tetrahydro-5H-benzocycloheptene-2,7-diamine was combined with 2-(2,5-Dichloro-pyrimidin-4-ylamino)-N-methyl-benzamide to yield 2-{5-Chloro-2-[7-(2,2-difluoro-ethylamino)-6,7,8,9-tetrahydro-5H-benzocyclohepten-2-ylamino]-pyrimidin-4-ylamino}-N-methyl-benzamide (51.78 mg, 50% yield) as a white powder. 1H-NMR (CDCl3) δ 11.05 (s, 1H), 8.66 (d, J=8.4 Hz, 1H), 8.08 (s, 1H), 7.47 (m, 2H), 7.34 (s, 1H), 7.25 (s, 1H), 7.0...